This data is from the Open Reaction Database (ORD), a public repository of structured organic reaction records. The task is: describe an organic reaction: reactants, conditions, products, and yield The reactants are [BH4-], N#Cc1ccc2c(c1)OCCC2=O, C1CCOC1, CO, [Na+]. Yields the product N#Cc1ccc2c(c1)OCCC2O. RXN SMILES: [BH4-:14].[C:1](#[N:2])[c:3]1[cH:4][cH:5][c:6]2[c:11]([cH:12]1)[O:10][CH2:9][CH2:8][C:7]2=[O:13].[CH2:16]1[O:17][CH2:18][CH2:19][CH2:20]1.[CH3:21][OH:22].[Na+:15]>>[C:1](#[N:2])[c:3]1[cH:4][cH:5][c:6]2[c:11]([cH:12]1)[O:10][CH2:9][CH2:8][CH:7]2[OH:13].